This data is from the Open Reaction Database (ORD), a public repository of structured organic reaction records. The task is: describe an organic reaction: reactants, conditions, products, and yield The reactants are CC(=CC=O)C(CC=C(C)C)C (3,4,7-Trimethyl-2,6-octadienal), BrC=CC(C)C (1-Bromo-3-methyl-butene). Yields the product CC=1C(C(CCC1)(C)C)C(\C=C/C)=O (cis-2,6,6-trimethyl-1-crotonoyl-2-cyclohexene). As a reaction SMILES: [CH3:1][C:2]([CH:6](C)[CH2:7][CH:8]=[C:9]([CH3:11])[CH3:10])=[CH:3][CH:4]=[O:5].Br[CH:14]=[CH:15][CH:16](C)C>>[CH3:1][C:2]1[CH:3]([C:4](=[O:5])/[CH:14]=[CH:15]\[CH3:16])[C:9]([CH3:10])([CH3:11])[CH2:8][CH2:7][CH:6]=1. Reported procedure: 2,6,6-Trimethyl-1-tetrolyl-2-cyclohexene obtained according to the description of paragraph (c) herebelow was hydrogenated according to the method described in Example 18, paragraph (a). Thus, cis-2,6,6-trimethyl-1-crotonoyl-2-cyclohexene was obtained in 85-00% yield. The spectral characteristics were as follows: NMR spectrum (CCl4): 0.85 (3 H, s); 0.96 (3 H, s), 1.62 (3 H, s broad), 2.12 (3 H, d, J=5.5 cps), 1.0-2.3 (4 H, complex band), 2.95 (1 H, s broad), 5.49 (1 H, s broad), 6.25 (2 H, compl... Yield: 80.2%. Starting materials: ClC=1C(=NN(C1)C)C(=O)O (4-chloro-1-methyl-1H-pyrazole-3-carboxylic acid), NC=1C=C(OC=2C=CC=3N(N2)C=C(N3)NC(=O)C3CC3)C=CC1F (N-[6-(3-amino-4-fluorophenoxy)imidazo[1,2-b]pyridazin-2-yl]cyclopropanecarboxamide), O1CCCC1 (tetrahydrofuran), C(C(=O)Cl)(=O)Cl (oxalyl chloride). Reagents/catalysts: CN(C=O)C (N,N-dimethylformamide). Solvent: CN(C(C)=O)C (N,N-dimethylacetamide). Reaction SMILES: [Cl:1][C:2]1[C:3]([C:8]([OH:10])=O)=[N:4][N:5]([CH3:7])[CH:6]=1.O1CCCC1.C(Cl)(=O)C(Cl)=O.[NH2:22][C:23]1[CH:24]=[C:25]([CH:42]=[CH:43][C:44]=1[F:45])[O:26][C:27]1[CH:28]=[CH:29][C:30]2[N:31]([CH:33]=[C:34]([NH:36][C:37]([CH:39]3[CH2:41][CH2:40]3)=[O:38])[N:35]=2)[N:32]=1>CN(C)C=O.CN(C)C(=O)C>[Cl:1][C:2]1[C:3]([C:8]([NH:22][C:23]2[CH:24]=[C:25]([O:26][C:27]3[CH:28]=[CH:29][C:30]4[N:31]([CH:33]=[C:34]([NH:36][C:37]([CH:39]5[CH2:41][CH2:40]5)=[O:38])[N:35]=4)[N:32]=3)[CH:42]=[CH:43][C:44]=2[F:45])=[O:10])=[N:4][N:5]([CH3:7])[CH:6]=1. Product: ClC=1C(=NN(C1)C)C(=O)NC1=C(C=CC(=C1)OC=1C=CC=2N(N1)C=C(N2)NC(=O)C2CC2)F (4-chloro-N-[5-({2-[(cyclopropylcarbonyl)amino]imidazo[1,2-b]pyridazin-6-yl}oxy)-2-fluorophenyl]-1-methyl-1H-pyrazole-3-carboxamide). Procedure details: In the same manner as in Example 259 and using 4-chloro-1-methyl-1H-pyrazole-3-carboxylic acid (130 mg, 0.79 mmol), tetrahydrofuran (5 mL), N,N-dimethylformamide (1 drop), oxalyl chloride (170 μL, 2.0 mmol), N-[6-(3-amino-4-fluorophenoxy)imidazo[1,2-b]pyridazin-2-yl]cyclopropanecarboxamide (200 mg, 0.61 mmol) and N,N-dimethylacetamide (7 mL) as starting materials, the title compound (230 mg, 80%) was obtained as a white solid. Starting materials: C1CO1 (ethylene oxide), raw material, N.C1CO1 (ammonia ethylene oxide), ethanolamines, C(O)CN.N(CCO)CCO.N(CCO)(CCO)CCO (monoethanolamine diethanolamine triethanolamine). The reagents and catalysts are catalyst A. Run at temperature 150 celsius, time 5 hour. Product: N(CCO)CCO (Diethanolamine), N(CCO)(CCO)CCO (triethanolamine). Reaction SMILES: N.C1OC1.C1OC1.C(CN)O.[NH:12]([CH2:16][CH2:17][OH:18])[CH2:13][CH2:14][OH:15].[N:19]([CH2:26][CH2:27][OH:28])([CH2:23][CH2:24][OH:25])[CH2:20][CH2:21][OH:22]>>[NH:12]([CH2:16][CH2:17][OH:18])[CH2:13][CH2:14][OH:15].[N:19]([CH2:26][CH2:27][OH:28])([CH2:23][CH2:24][OH:25])[CH2:20][CH2:21][OH:22] |f:0.1,3.4.5|. Reported procedure: The reaction was carried out by use of the apparatus shown in FIG. 5. A stainless steel tube having an inner diameter of 15 mm, a length of 400 mm, a heater wound thereon for compensating the heat radiation, and a heat-insulation was used as a reactor 501. Within the reactor 501, a protection tube where a thermocouple could be inserted to measure the temperature profile of a fixed catalytic layer, was installed. Into the reactor 501 was packed 50 cm3 of catalyst A, and the raw material (the mola...